Task: describe an organic reaction: reactants, conditions, products, and yield. Dataset: the Open Reaction Database (ORD), a public repository of structured organic reaction records Reactants: COC1=C(OCCBr)C=CC=C1 (2-(2-Methoxyphenoxy)ethyl bromide), C(C1=CC=CC=C1)(=O)NC1CCNCC1 (4-benzamidopiperidine), C([O-])([O-])=O.[K+].[K+] (potassium carbonate). Run in O (water). The product is crude base, COC1=C(OCCN2CCC(CC2)NC(C2=CC=CC=C2)=O)C=CC=C1 (1-[2-(2-Methoxyphenoxy)ethyl]-4-benzamidopiperidine). The yield is 83.3%. RXN SMILES: [CH3:1][O:2][C:3]1[CH:12]=[CH:11][CH:10]=[CH:9][C:4]=1[O:5][CH2:6][CH2:7]Br.[C:13]([NH:21][CH:22]1[CH2:27][CH2:26][NH:25][CH2:24][CH2:23]1)(=[O:20])[C:14]1[CH:19]=[CH:18][CH:17]=[CH:16][CH:15]=1.C(=O)([O-])[O-].[K+].[K+]>O>[CH3:1][O:2][C:3]1[CH:12]=[CH:11][CH:10]=[CH:9][C:4]=1[O:5][CH2:6][CH2:7][N:25]1[CH2:26][CH2:27][CH:22]([NH:21][C:13](=[O:20])[C:14]2[CH:19]=[CH:18][CH:17]=[CH:16][CH:15]=2)[CH2:23][CH2:24]1 |f:2.3.4|. Procedure details: 2-(2-Methoxyphenoxy)ethyl bromide (2.31 g.), 4-benzamidopiperidine (2.04 g.) and anhydrous potassium carbonate (1.38 g.) were well mixed and heated on a steam bath for 4 hr. The resultng mass was crushed and stirred in water (200 ml.) at 60° for 12 hr. Filtration afforded the crude base of the title compound (2.95 g.). Conversion to the hydrochloride by solution in ethanol/HCl and precipitation with ether provided 3.01 g. of the title compound, as the hydrochloride m.p. 193.4° .